From a dataset of the Open Reaction Database (ORD), a public repository of structured organic reaction records. describe an organic reaction: reactants, conditions, products, and yield As a reaction SMILES: [CH3:6][CH2:7][CH2:8][C:9](=[O:10])[CH2:11][C:12](=[O:13])[O:14][CH2:15][CH3:16].[CH:17]([Cl:18])([Cl:19])[Cl:20].[S:1]([Cl:2])(=[O:3])([Cl:4])=[O:5]>>[Cl:4][CH:11]([C:9]([CH2:8][CH2:7][CH3:6])=[O:10])[C:12](=[O:13])[O:14][CH2:15][CH3:16]. The product is CCCC(=O)C(Cl)C(=O)OCC. Starting materials: CCCC(=O)CC(=O)OCC, ClC(Cl)Cl, O=S(=O)(Cl)Cl. Product: O1CCN(CC1)C1=CC=2C(C3=CC=CC=C3SC2C=C1)=O (2-morpholinothioxanthone). As a reaction SMILES: [NH2:1][C:2]1[CH:15]=[CH:14][C:13]2[S:12][C:11]3[C:6](=[CH:7][CH:8]=[CH:9][CH:10]=3)[C:5](=[O:16])[C:4]=2[CH:3]=1.C(=O)([O-])[O-].[K+].[K+].Br[CH2:24][CH2:25][O:26][CH2:27][CH2:28]Br>>[O:26]1[CH2:27][CH2:28][N:1]([C:2]2[CH:15]=[CH:14][C:13]3[S:12][C:11]4[C:6](=[CH:7][CH:8]=[CH:9][CH:10]=4)[C:5](=[O:16])[C:4]=3[CH:3]=2)[CH2:24][CH2:25]1 |f:1.2.3|. Procedure: 2-Aminothioxanthone (4.9 g.), anhydrous potassium carbonate (4.5 g.) and di(ethylene-glycol) diethyl ether (150 ml) were heated to reflux (180° C.) and 5.2 g. of 2-bromoethyl ether was added. The reaction was held at reflux for 24 hours, filtered hot and the solvent removed under vacuum. The residue was recrystallized from acetone to give 2-morpholinothioxanthone, mp 166-167° C. Structure was confirmed by IR, NMR, C-13 NMR and MS. Run in di(ethylene-glycol) diethyl ether. Starting materials: NC1=CC=2C(C3=CC=CC=C3SC2C=C1)=O (2-Aminothioxanthone), C([O-])([O-])=O.[K+].[K+] (potassium carbonate), BrCCOCCBr (2-bromoethyl ether). Run at temperature 180 celsius. Starting materials: C(C)N(C(C)C)C(C)C (N-ethyl-N-isopropylpropan-2-amine), OCC1=CC2=C(C=3N(C(N2)=O)C=CC3)N=C1 (3-(hydroxymethyl)pyrido[2,3-e]pyrrolo[1,2-c]pyrimidin-6(5H)-one), C(C)NC(C1=CC=C(C=C1)N1CCNCC1)=O (N-ethyl-4-(piperazin-1-yl)benzamide), [I-].C(#N)C[P+](C)(C)C ((cyanomethyl)trimethylphosphonium iodide). Solvent: C(CC)#N (propiononitrile). Conditions: temperature 95 celsius, time 3 hour. Product: C(C)NC(C1=CC=C(C=C1)N1CCN(CC1)CC1=CC2=C(C=3N(C(N2)=O)C=CC3)N=C1)=O (N-ethyl-4-(4-((6-oxo-5,6-dihydropyrido[2,3-e]pyrrolo[1,2-c]pyrimidin-3-yl)methyl)piperazin-1-yl)benzamide). The yield is 59.5%. RXN SMILES: O[CH2:2][C:3]1[CH:16]=[N:15][C:6]2[C:7]3[N:8]([CH:12]=[CH:13][CH:14]=3)[C:9](=[O:11])[NH:10][C:5]=2[CH:4]=1.[CH2:17]([NH:19][C:20](=[O:33])[C:21]1[CH:26]=[CH:25][C:24]([N:27]2[CH2:32][CH2:31][NH:30][CH2:29][CH2:28]2)=[CH:23][CH:22]=1)[CH3:18].[I-].C(C[P+](C)(C)C)#N.C(N(C(C)C)C(C)C)C>C(#N)CC>[CH2:17]([NH:19][C:20](=[O:33])[C:21]1[CH:22]=[CH:23][C:24]([N:27]2[CH2:28][CH2:29][N:30]([CH2:2][C:3]3[CH:16]=[N:15][C:6]4[C:7]5[N:8]([CH:12]=[CH:13][CH:14]=5)[C:9](=[O:11])[NH:10][C:5]=4[CH:4]=3)[CH2:31][CH2:32]2)=[CH:25][CH:26]=1)[CH3:18] |f:2.3|. Procedure: To a suspension of 3-(hydroxymethyl)pyrido[2,3-e]pyrrolo[1,2-c]pyrimidin-6(5H)-one (50.00 mg, 0.232 mmol), N-ethyl-4-(piperazin-1-yl)benzamide (67.8 mg, 0.290 mmol) and (cyanomethyl)trimethylphosphonium iodide (90 mg, 0.372 mmol) in propiononitrile (Volume: 1.0 mL) was added N-ethyl-N-isopropylpropan-2-amine (0.202 mL, 1.162 mmol) at 23° C. The reaction was stirred at 95° C. for 3 hr. The suspension was cooled to 23° C., filtered, rinsed with ACN (3×2 mL) and dried in vacuo to provide N-ethyl-4-... The reactants are Cl.ClC1=CC=NC=C1 (4-Chloropyridine hydrochloride), FC(OC1=CC=C(C=C1)O)(F)F (4-Trifluoromethoxyphenol), C(=O)([O-])[O-].[K+].[K+] (K2CO3), [Na+].[Cl-] (NaCl). The solvent is C(C)(=O)OCC (ethyl acetate), CN(C)C=O (DMF), C(C)(=O)OCC (ethyl acetate), O (water). Conditions: temperature 34 celsius, time 1.5 hour. Product: FC(OC1=CC=C(OC2=CC=NC=C2)C=C1)(F)F (4-[4-(Trifluoromethoxy)phenoxy]pyridine). The yield is 52.0%. RXN SMILES: Cl.Cl[C:3]1[CH:8]=[CH:7][N:6]=[CH:5][CH:4]=1.[F:9][C:10]([F:20])([F:19])[O:11][C:12]1[CH:17]=[CH:16][C:15]([OH:18])=[CH:14][CH:13]=1.C([O-])([O-])=O.[K+].[K+].[Na+].[Cl-]>C(OCC)(=O)C.O.CN(C=O)C>[F:9][C:10]([F:19])([F:20])[O:11][C:12]1[CH:17]=[CH:16][C:15]([O:18][C:3]2[CH:8]=[CH:7][N:6]=[CH:5][CH:4]=2)=[CH:14][CH:13]=1 |f:0.1,3.4.5,6.7|. Procedure details: 4-Chloropyridine hydrochloride (17.3 g), 4-Trifluoromethoxyphenol (24.6 g), K2CO3 (35.1 g) and DMF (173 mL) were placed in a vessel and stirred at 28-40° C. for 1.5 hr. and then stirred at 75-84° C. for 6 hr. and then stirred at 139-146° C. for 34.5 hr. The reaction mixture was then cooled to room temperature and water (256 mL), a small amount of NaCl and ethyl acetate (256 mL) were added. The organic material was taken up in ethyl acetate. The organic layer was washed with water (256 mL) and a ... Starting materials: O=C(Cl)Oc1ccccc1, ClCCl, ClCCl, Nc1cccnc1, c1ccncc1. Reaction SMILES: [Cl:1][C:2](=[O:3])[O:4][c:5]1[cH:6][cH:7][cH:8][cH:9][cH:10]1.[Cl:24][CH2:25][Cl:26].[Cl:27][CH2:28][Cl:29].[NH2:11][c:12]1[cH:13][n:14][cH:15][cH:16][cH:17]1.[cH:18]1[cH:19][cH:20][n:21][cH:22][cH:23]1>>[C:2](=[O:3])([O:4][c:5]1[cH:6][cH:7][cH:8][cH:9][cH:10]1)[NH:11][c:12]1[cH:13][n:14][cH:15][cH:16][cH:17]1. The product is O=C(Nc1cccnc1)Oc1ccccc1. The reactants are C1(=CC=CC=C1)P(C1=CC=CC=C1)C1=CC=CC=C1 (Triphenylphosphine), C(#N)COC1=C(CO)C=CC=C1C (2-cyanomethoxy-3-methylbenzylalcohol), BrN1C(CCC1=O)=O (N-bromosuccinimide). The solvent is C1CCOC1 (THF). Conditions: temperature 0 celsius. The product is BrCC1=C(OCC#N)C(=CC=C1)C ((2-Bromomethyl-6-methyl-phenoxy)-acetonitrile). RXN SMILES: C1(P(C2C=CC=CC=2)C2C=CC=CC=2)C=CC=CC=1.[C:20]([CH2:22][O:23][C:24]1[C:31]([CH3:32])=[CH:30][CH:29]=[CH:28][C:25]=1[CH2:26]O)#[N:21].[Br:33]N1C(=O)CCC1=O>C1COCC1>[Br:33][CH2:26][C:25]1[CH:28]=[CH:29][CH:30]=[C:31]([CH3:32])[C:24]=1[O:23][CH2:22][C:20]#[N:21]. Procedure details: Triphenylphosphine (15.2 g, 57.8 mmoles) is added to 2-cyanomethoxy-3-methylbenzylalcohol (9.3 g, 52.5 mmoles, example 23) in THF (175 mL). The mixture is stirred until homogeneous and cooled to 0° C., followed by addition, in three portions, of N-bromosuccinimide (10.3 g, 57.8 mmoles). After 90 minutes the reaction is concentrated and the residue purified by column chromatography (silica, 5:1 hex: EtOAc) to yield the title compound as a pale yellow crystalline solid. MS (EI) 239, 241 (M)+, Br p...